From a dataset of the Open Reaction Database (ORD), a public repository of structured organic reaction records. describe an organic reaction: reactants, conditions, products, and yield Starting materials: NC1=NC(N(C=N1)[C@H]1C[C@H](OC(C2=CC=C(C=C2)Cl)=O)[C@H](O1)COC(C1=CC=C(C=C1)Cl)=O)=O (4-amino-1-[3,5-di-O-(4-chloro-benzoyl)-2-deoxy-β-D-ribofuranosyl]-1H-[1,3,5]triazin-2-one), NC1=NC(N(C=N1)[C@@H]1C[C@H](OC(C2=CC=C(C=C2)Cl)=O)[C@H](O1)COC(C1=CC=C(C=C1)Cl)=O)=O (4-amino-1-[3,5-di-O-(4-chloro-benzoyl)-2-deoxy-α-D-ribofuranosyl]-1H-[1,3,5]triazin-2-one), C[O-].[Na+] (Sodium methoxide). The solvent is CO (methanol), CO (methanol). Run at time 5 hour. The product is C1[C@@H]([C@H](O[C@H]1N2C=NC(=NC2=O)N)CO)O (decitabine). Yield: 67.0%. Reaction SMILES: [NH2:1][C:2]1[N:7]=[CH:6][N:5]([C@@H:8]2[O:22][C@H:21]([CH2:23][O:24]C(=O)C3C=CC(Cl)=CC=3)[C@@H:10]([O:11]C(=O)C3C=CC(Cl)=CC=3)[CH2:9]2)[C:4](=[O:34])[N:3]=1.NC1N=CN([C@H]2O[C@H](COC(=O)C3C=CC(Cl)=CC=3)[C@@H](OC(=O)C3C=CC(Cl)=CC=3)C2)C(=O)N=1.C[O-].[Na+]>CO>[CH2:9]1[C@H:8]([N:5]2[C:4](=[O:34])[N:3]=[C:2]([NH2:1])[N:7]=[CH:6]2)[O:22][C@H:21]([CH2:23][OH:24])[C@H:10]1[OH:11] |f:2.3|. Procedure: A mixture of 4-amino-1-[3,5-di-O-(4-chloro-benzoyl)-2-deoxy-β-D-ribofuranosyl]-1H-[1,3,5]triazin-2-one in about 50% HPLC purity and 4-amino-1-[3,5-di-O-(4-chloro-benzoyl)-2-deoxy-α-D-ribofuranosyl]-1H-[1,3,5]triazin-2-one (6.15 Kg, 12.17 mol) and methanol (21.4 Kg) were charged into a suitable reactor at about 25° C. 30% Sodium methoxide in methanol solution (0.61 Kg) was added to the mixture solution and then stirred for 5 hours. The solids were filtered, washed with methanol (3.3 Kg) and dried... The reactants are C(C1=CC=CC=C1)N1CCC(CC1)CCC=O (3-(1-Benzyl-piperidin-4-yl)-propionaldehyde), C1(=C(C=CC=C1)N)N (1,2-phenylenediamine), C(C)(=O)O[BH-](OC(C)=O)OC(C)=O.[Na+] (sodium triacetoxyborohydride). Solvent: C1CCOC1 (THF), CN(C)C=O (DMF). The product is C(C1=CC=CC=C1)N1CCC(CC1)CCCNC=1C(=CC=CC1)N (N-(3-(1-Benzyl-piperidin-4-yl)-propyl)-benzene-1,2-diamine). RXN SMILES: [CH2:1]([N:8]1[CH2:13][CH2:12][CH:11]([CH2:14][CH2:15][CH:16]=O)[CH2:10][CH2:9]1)[C:2]1[CH:7]=[CH:6][CH:5]=[CH:4][CH:3]=1.[C:18]1([NH2:25])[CH:23]=[CH:22][CH:21]=[CH:20][C:19]=1[NH2:24].C(O[BH-](OC(=O)C)OC(=O)C)(=O)C.[Na+]>C1COCC1.CN(C=O)C>[CH2:1]([N:8]1[CH2:13][CH2:12][CH:11]([CH2:14][CH2:15][CH2:16][NH:24][C:19]2[C:18]([NH2:25])=[CH:23][CH:22]=[CH:21][CH:20]=2)[CH2:10][CH2:9]1)[C:2]1[CH:7]=[CH:6][CH:5]=[CH:4][CH:3]=1 |f:2.3|. Reported procedure: The title compound was prepared from 300 mg 3-(1-benzyl-piperidin-4-yl)-propionaldehyde (from Step D), 300 mg of 1,2-phenylenediamine and 200 mg sodium triacetoxyborohydride in THF and DMF using a procedure analogous to that described in Example 1, Step J.